From a dataset of the Open Reaction Database (ORD), a public repository of structured organic reaction records. describe an organic reaction: reactants, conditions, products, and yield Reactants: C1=CC=CC=2C3=CC=CC=C3N(C12)CC(CNCC=1OC=CC1)O (1-(9H-carbazol-9-yl)-3-((furan-2-ylmethyl)amino)propan-2-ol), N1C=NC=C1 (imidazole), [Si](C)(C)(C(C)(C)C)Cl (tert-butyldimethylsilyl chloride). The solvent is C(Cl)Cl (methylene chloride). Reaction conditions: temperature 70 celsius, time 8 hour. Product: [Si](C)(C)(C(C)(C)C)OC(CNCC=1OC=CC1)CN1C2=CC=CC=C2C=2C=CC=CC12 (2-((tert-Butyldimethylsilyl)oxy)-3-(9H-carbazol-9-yl)-N-(furan-2-ylmethyl)propan-1-amine). Yield: 98.6%. Reaction SMILES: [CH:1]1[C:13]2[N:12]([CH2:14][CH:15]([OH:24])[CH2:16][NH:17][CH2:18][C:19]3[O:20][CH:21]=[CH:22][CH:23]=3)[C:11]3[C:6](=[CH:7][CH:8]=[CH:9][CH:10]=3)[C:5]=2[CH:4]=[CH:3][CH:2]=1.N1C=CN=C1.[Si:30](Cl)([C:33]([CH3:36])([CH3:35])[CH3:34])([CH3:32])[CH3:31]>C(Cl)Cl>[Si:30]([O:24][CH:15]([CH2:14][N:12]1[C:11]2[CH:10]=[CH:9][CH:8]=[CH:7][C:6]=2[C:5]2[C:13]1=[CH:1][CH:2]=[CH:3][CH:4]=2)[CH2:16][NH:17][CH2:18][C:19]1[O:20][CH:21]=[CH:22][CH:23]=1)([C:33]([CH3:36])([CH3:35])[CH3:34])([CH3:32])[CH3:31]. Reported procedure: To a stirred solution of 1-(9H-carbazol-9-yl)-3-((furan-2-ylmethyl)amino)propan-2-ol (1.80 g, 5.6 mmol) and imidazole (1.912 g, 28.1 mmol) in anhydrous methylene chloride (50 mL) was added tert-butyldimethylsilyl chloride (2.117 g, 14.0 mmol). The reaction mixture was stirred overnight at 70° C. The reaction mixture was washed with saturated aqueous sodium chloride and saturated aqueous sodium carbonate, dried (anhydrous sodium sulfate), filtered, and concentrated. The residue was purified by si... The product is C(C)ON=C(C1=NC=NC(=C1)OCC#CC)C1=CC=CC=C1 ((6-(2-butynyloxy)-4-pyrimidyl)phenylketone O-ethyloxime). As a reaction SMILES: [CH2:1]([O:5][C:6]1[N:11]=[CH:10][N:9]=[C:8]([C:12](=O)[C:13]2[CH:18]=[CH:17][CH:16]=[CH:15][CH:14]=2)[CH:7]=1)[C:2]#[C:3][CH3:4].Cl.[CH2:21]([O:23][NH2:24])[CH3:22].Cl>N1C=CC=CC=1>[CH2:21]([O:23][N:24]=[C:12]([C:13]1[CH:18]=[CH:17][CH:16]=[CH:15][CH:14]=1)[C:8]1[CH:7]=[C:6]([O:5][CH2:1][C:2]#[C:3][CH3:4])[N:11]=[CH:10][N:9]=1)[CH3:22] |f:1.2|. The reactants are C(C#CC)OC1=CC(=NC=N1)C(C1=CC=CC=C1)=O (6-(2-butynyloxy)-4-benzoylpyrimidine), Cl.C(C)ON (O-ethylhydroxylamine hydrochloride), Cl (hydrochloric acid). Procedure details: In 3 ml of pyridine were added 0.3 g of 6-(2-butynyloxy)-4-benzoylpyrimidine and 0.17 g of O-ethylhydroxylamine hydrochloride, followed by stirring at room temperature for 3 hours. The reaction mixture was then poured into 10% hydrochloric acid and extracted three times with ethyl acetate. The organic layers were combined and washed with a saturated aqueous sodium chloride solution, and the combined organic layer was dried over anhydrous magnesium sulfate and then concentrated. The residue was s... Run in N1=CC=CC=C1 (pyridine). Reaction conditions: time 3 hour. Isolated yield 64.8%. Reactants: C(C(=O)Cl)(=O)Cl (Oxalyl chloride), C(C)(C)(C)OC(=O)N(CCOC=1C=C(C(=O)O)C=C(C1)Cl)C1=CC=NC=C1 (3-[2-(tert-butoxycarbonyl-pyridin-4-yl-amino)-ethoxy]-5-chloro-benzoic acid), FC1=C(C=CC=C1)NCCCN1N=CN=N1 (2-fluorophenyl-(3-tetrazol-2-yl-propyl)-amine), CCN(C(C)C)C(C)C (DIPEA). RXN SMILES: C(Cl)(=O)C(Cl)=O.[C:7]([O:11][C:12]([N:14]([C:28]1[CH:33]=[CH:32][N:31]=[CH:30][CH:29]=1)[CH2:15][CH2:16][O:17][C:18]1[CH:19]=[C:20]([CH:24]=[C:25]([Cl:27])[CH:26]=1)[C:21]([OH:23])=O)=[O:13])([CH3:10])([CH3:9])[CH3:8].CCN(C(C)C)C(C)C.[F:43][C:44]1[CH:49]=[CH:48][CH:47]=[CH:46][C:45]=1[NH:50][CH2:51][CH2:52][CH2:53][N:54]1[N:58]=[N:57][CH:56]=[N:55]1>ClCCl.CN(C=O)C.CN(C1C=CN=CC=1)C>[C:7]([O:11][C:12](=[O:13])[N:14]([CH2:15][CH2:16][O:17][C:18]1[CH:19]=[C:20]([C:21](=[O:23])[N:50]([C:45]2[CH:46]=[CH:47][CH:48]=[CH:49][C:44]=2[F:43])[CH2:51][CH2:52][CH2:53][N:54]2[N:58]=[N:57][CH:56]=[N:55]2)[CH:24]=[C:25]([Cl:27])[CH:26]=1)[C:28]1[CH:33]=[CH:32][N:31]=[CH:30][CH:29]=1)([CH3:9])([CH3:8])[CH3:10]. Procedure details: 2M Oxalyl chloride solution in dichloromethane (0.110 ml) and dry DMF (0.002 ml) were added to a stirred suspension of 3-[2-(tert-butoxycarbonyl-pyridin-4-yl-amino)-ethoxy]-5-chloro-benzoic acid (0.060 g) in dry dichloromethane (1 ml) under nitrogen. After 5 min DIPEA (0.090 ml) was added followed after a further 40 min by 2-fluorophenyl-(3-tetrazol-2-yl-propyl)-amine (0.066 g) and DMAP (0.002 g). After 40 h the solvent was evaporated and the residue was purified by flash chromatography, eluting... Yields the product C(C)(C)(C)OC(N(C1=CC=NC=C1)CCOC1=CC(=CC(=C1)C(N(CCCN1N=CN=N1)C1=C(C=CC=C1)F)=O)Cl)=O ({2-[3-Chloro-5-(2-fluorophenyl-(3-tetrazol-2-yl-propyl)-carbamoyl)-phenoxy]-ethyl}-pyridin-4-yl-carbamic acid tert-butyl ester). Reagents/catalysts: CN(C)C=1C=CN=CC1 (DMAP). Run in ClCCl (dichloromethane), CN(C)C=O (DMF), ClCCl (dichloromethane). Starting materials: CSCc1cccc2cc[nH]c12, Cc1ccccc1, CCOC(C)=O, [Cl-], [Cl-], [Cl-], CCOC(=O)CC(C)(O)c1ccc(Cl)cc1, [In+3], O. Product: CCOC(=O)CC(C)(c1ccc(Cl)cc1)c1c[nH]c2c(CSC)cccc12. RXN SMILES: [CH3:21][S:22][CH2:23][c:24]1[cH:25][cH:26][cH:27][c:28]2[cH:29][cH:30][nH:31][c:32]12.[CH3:33][c:34]1[cH:35][cH:36][cH:37][cH:38][cH:39]1.[CH3:40][CH2:41][O:42][C:43](=[O:44])[CH3:45].[Cl-:17].[Cl-:19].[Cl-:20].[Cl:1][c:2]1[cH:3][cH:4][c:5]([C:8]([CH2:9][C:10](=[O:11])[O:12][CH2:13][CH3:14])([CH3:15])[OH:16])[cH:6][cH:7]1.[In+3:18].[OH2:46]>>[Cl:1][c:2]1[cH:3][cH:4][c:5]([C:8]([CH2:9][C:10](=[O:11])[O:12][CH2:13][CH3:14])([CH3:15])[c:29]2[c:28]3[cH:27][cH:26][cH:25][c:24]([CH2:23][S:22][CH3:21])[c:32]3[nH:31][cH:30]2)[cH:6][cH:7]1. Starting materials: [H][H].ClCl (hydrogen chlorine), C(C1=CC=CC=C1)=NC1C(=O)OCC1 (N-benzylidene-α-amino-γ-butyrolactone), C(C1=CC=CC=C1)Br (benzyl bromide), C(C)(C)NC(C)C (diisopropylamine), C(CCC)[Li] (n-butyllithium), C([O-])(O)=O.[Na+] (sodium bicarbonate). Run in ClCCl (dichloromethane), O1CCCC1 (tetrahydrofuran), O1CCCC1 (tetrahydrofuran), CCCCCC (hexane). Run at time 15 minute. The product is C(C1=CC=CC=C1)C1(C(=O)OCC1)N (α-benzyl-α-amino-γ-butyrolactone). As a reaction SMILES: C(NC(C)C)(C)C.C([Li])CCC.C(=[N:20][CH:21]1[CH2:26][CH2:25][O:24][C:22]1=[O:23])C1C=CC=CC=1.[CH2:27](Br)[C:28]1[CH:33]=[CH:32][CH:31]=[CH:30][CH:29]=1.[H][H].ClCl.C(=O)(O)[O-].[Na+]>O1CCCC1.CCCCCC.ClCCl>[CH2:27]([C:21]1([NH2:20])[CH2:26][CH2:25][O:24][C:22]1=[O:23])[C:28]1[CH:33]=[CH:32][CH:31]=[CH:30][CH:29]=1 |f:4.5,6.7|. Reported procedure: To a stirred solution of 2.8 ml of diisopropylamine in 12 ml of tetrahydrofuran at -78° C. under argon is added 11.7 ml of n-butyllithium in hexane. After 15 min, a solution of 3.16 g of N-benzylidene-α-amino-γ-butyrolactone in 10 ml of tetrahydrofuran at -78° C. under argon is cannulated into the stirred reaction mixture. After 15 min, 2.14 ml of benzyl bromide is added. After 5 min, the reaction mixture is allowed to stir at room temperature for 24 hours. It is then cooled in an ice bath and 2... The reactants are FC(C=1C=C(C(=O)Cl)C=C(C1)N1C=NC(=C1)C)(F)F (3-trifluoromethyl-5-(4-methylimidazol-1-yl)benzoyl chloride), FC(C1=CN=C(N1)C1=NC=C(C=C1)Br)(F)F (2-(5-trifluoromethylimidazol-2-yl)-5-bromopyridine), IC=1C=C(N)C=CC1F (3-iodo-4-fluoroaniline), C[Si](C)(C)C#C (trimethylsilylacetylene). Reported procedure: The title compound was prepared using 3-trifluoromethyl-5-(4-methylimidazol-1-yl)benzoyl chloride, 3-iodo-4-fluoroaniline, trimethylsilylacetylene and 2-(5-trifluoromethylimidazol-2-yl)-5-bromopyridine as raw materials, according to the method described in Example 3. Yields the product FC(C=1C=C(C(=O)NC2=CC(=C(C=C2)F)C#CC=2C=CC(=NC2)C=2NC(=CN2)C(F)(F)F)C=C(C1)N1C=NC(=C1)C)(F)F (3-trifluoromethyl-5-(4-methylimidazol-1-yl)-N-[3-(2-(5-trifluoromethyl-1H-imidazol-2-yl)pyridin-5-yl)ethynyl-4-fluorophenyl]-benzamide). As a reaction SMILES: [F:1][C:2]([F:19])([F:18])[C:3]1[CH:4]=[C:5]([CH:9]=[C:10]([N:12]2[CH:16]=[C:15]([CH3:17])[N:14]=[CH:13]2)[CH:11]=1)[C:6](Cl)=[O:7].I[C:21]1[CH:22]=[C:23]([CH:25]=[CH:26][C:27]=1[F:28])[NH2:24].C[Si]([C:33]#[CH:34])(C)C.[F:35][C:36]([F:50])([F:49])[C:37]1[NH:41][C:40]([C:42]2[CH:47]=[CH:46][C:45](Br)=[CH:44][N:43]=2)=[N:39][CH:38]=1>>[F:1][C:2]([F:19])([F:18])[C:3]1[CH:4]=[C:5]([CH:9]=[C:10]([N:12]2[CH:16]=[C:15]([CH3:17])[N:14]=[CH:13]2)[CH:11]=1)[C:6]([NH:24][C:23]1[CH:25]=[CH:26][C:27]([F:28])=[C:21]([C:33]#[C:34][C:45]2[CH:46]=[CH:47][C:42]([C:40]3[NH:41][C:37]([C:36]([F:50])([F:49])[F:35])=[CH:38][N:39]=3)=[N:43][CH:44]=2)[CH:22]=1)=[O:7].